This data is from the Open Reaction Database (ORD), a public repository of structured organic reaction records. The task is: describe an organic reaction: reactants, conditions, products, and yield Reactants: N1=CC=CC=C1 (pyridine), C(C)(=O)OC(C)=O (acetic anhydride), NC=1SC2=C(C=NC=C2)N1 (2-aminothiazolo[4,5-c]pyridine). Solvent: C(Cl)Cl (CH2Cl2). The product is C(C)(=O)NC=1SC2=C(C=NC=C2)N1 (2-Acetylaminothiazolo[4,5-c]pyridine). Yield: 46.0%. Reaction SMILES: [NH2:1][C:2]1[S:3][C:4]2[CH:9]=[CH:8][N:7]=[CH:6][C:5]=2[N:10]=1.N1C=CC=CC=1.[C:17](OC(=O)C)(=[O:19])[CH3:18]>C(Cl)Cl>[C:17]([NH:1][C:2]1[S:3][C:4]2[CH:9]=[CH:8][N:7]=[CH:6][C:5]=2[N:10]=1)(=[O:19])[CH3:18]. Procedure details: To a suspension of 2-aminothiazolo[4,5-c]pyridine [prepared according to the procedure in T. Takahashi et al., Pharm. Bull. (Japan) 2, 34 (1954)] (151 mg, 1 mmole) in acetic anhydride (1 ml) was added pyridine (1 ml), and the mixture was heated at 100°-120° C. for an hour. After cooling, the mixture was diluted with CH2Cl2 (20 ml). The resulting precipitate was collected by filtration and recrystallized from methanol (20 ml) to give 90 mg of the title compound as fine needles (46%). Mp. >212° C.... Reactants: C(=O)(O)[C@H]1[C@@H](C(N1C(C)=O)=O)CCCNC(=NC(=O)OCC1=CC=CC=C1)NC(=O)OCC1=CC=CC=C1 (trans-4-Carboxy-3-[3-[N',N"-di(Cbz)guanidino]propyl]-1-acetyl-2-azetidinone), Cl (HCl). The reagents and catalysts are [Pd] (palladium on carbon). Solvent: CO.C(C)(=O)OCC (methanol ethyl acetate). The product is Cl.C(=O)(O)[C@H]1[C@@H](C(N1C(C)=O)=O)CCCNC(=N)N (trans-4-Carboxy-3-guanidinopropyl-1-acetyl-2-azetidinone hydrochloride salt). The yield is 33.0%. Reaction SMILES: [C:1]([C@@H:4]1[N:7]([C:8](=[O:10])[CH3:9])[C:6](=[O:11])[C@H:5]1[CH2:12][CH2:13][CH2:14][NH:15][C:16]([NH:28]C(OCC1C=CC=CC=1)=O)=[N:17]C(OCC1C=CC=CC=1)=O)([OH:3])=[O:2].[ClH:39]>[Pd].CO.C(OCC)(=O)C>[ClH:39].[C:1]([C@@H:4]1[N:7]([C:8](=[O:10])[CH3:9])[C:6](=[O:11])[C@H:5]1[CH2:12][CH2:13][CH2:14][NH:15][C:16]([NH2:28])=[NH:17])([OH:3])=[O:2] |f:3.4,5.6|. Reported procedure: A methanol/ethyl acetate (3 mL/0.5mL) solution of compound 29 (200 mg, 0.38 mmol) and 1N HCl (0.5 mL), containing 10% palladium on carbon, was stirred under a hydrogen atmosphere until TLC indicated the disappearance of the starting material (15 min). The suspension was filtered through a pad of Celite, and the filtrate was concentrated to afford 37 mg (33%) of the title compound. The reactants are C(C)O (ethanol), C(C1=CC=CC=C1)(=O)C=1C=C2[N+](=C3C=CC=C(C3=NC2=CC1)C(=O)OCC)[O-] (7-benzoyl-1-ethoxycarbonylphenazine 5-oxide), OS(=O)(=O)[O-].[Na+] (sodium hydrosulfate). The solvent is O (water). Conditions: time 16 hour. Product: C(C1=CC=CC=C1)(=O)C=1C=C2NC=3C=CC=C(C3NC2=CC1)C(=O)OCC (Ethyl 7-benzoyl-5,10-dihydro-1-phenazinecarboxylate). The yield is 80.8%. RXN SMILES: C(O)C.[C:4]([C:12]1[CH:13]=[C:14]2[C:23](=[CH:24][CH:25]=1)[N:22]=[C:21]1[C:16]([CH:17]=[CH:18][CH:19]=[C:20]1[C:26]([O:28][CH2:29][CH3:30])=[O:27])=[N+:15]2[O-])(=[O:11])[C:5]1[CH:10]=[CH:9][CH:8]=[CH:7][CH:6]=1.OS([O-])(=O)=O.[Na+]>O>[C:4]([C:12]1[CH:13]=[C:14]2[C:23](=[CH:24][CH:25]=1)[NH:22][C:21]1[C:20]([C:26]([O:28][CH2:29][CH3:30])=[O:27])=[CH:19][CH:18]=[CH:17][C:16]=1[NH:15]2)(=[O:11])[C:5]1[CH:10]=[CH:9][CH:8]=[CH:7][CH:6]=1 |f:2.3|. Reported procedure: To a boiled ethanol solution (300 mL) of 7-benzoyl-1-ethoxycarbonylphenazine 5-oxide (4.00 g, 10.7 mmol. obtained in Reference Example 1) was dropwise added for a period of one hour an aqueous solution (150 mL) of 85% sodium hydrosulfate (8.86 g, 43.2 mol.) in gaseous nitrogen atmosphere. After the dropwise addition was complete, the reaction mixture was further heated under reflux for 10 minutes. The refluxed mixture was then cooled to room temperature. To the cooled mixture was added water (15... Reactants: NC=1SC(=C(N1)C1=CC=C(C=C1)Cl)CCC(=O)NC1=CC=C(C=C1)CP(=O)(OCC)OCC (3-[2-amino-4-(4-chlorophenyl)-5-thiazolyl]-N-[4-(diethylphosphonomethyl)phenyl]propionamide), CN(C)C(OC)OC (N,N-dimethylformamidedimethylacetal), CN(C=O)C (N,N-dimethylformamide). Solvent: O (water). Reaction conditions: time 1 hour. The product is ClC1=CC=C(C=C1)C=1N=C(SC1CCC(=O)NC1=CC=C(C=C1)CP(=O)(OCC)OCC)/N=C/N(C)C (3-(4-(4-chlorophenyl)-2-{(E)-[(dimethylamino)methylidene]amino}-5-thiazolyl)-N-[4-(diethylphosphonomethyl)phenyl]propionamide), crystals. Isolated yield 92.0%. Reaction SMILES: [NH2:1][C:2]1[S:3][C:4]([CH2:14][CH2:15][C:16]([NH:18][C:19]2[CH:24]=[CH:23][C:22]([CH2:25][P:26]([O:31][CH2:32][CH3:33])([O:28][CH2:29][CH3:30])=[O:27])=[CH:21][CH:20]=2)=[O:17])=[C:5]([C:7]2[CH:12]=[CH:11][C:10]([Cl:13])=[CH:9][CH:8]=2)[N:6]=1.[CH3:34][N:35]([CH:37](OC)OC)[CH3:36].CN(C)C=O>O>[Cl:13][C:10]1[CH:9]=[CH:8][C:7]([C:5]2[N:6]=[C:2](/[N:1]=[CH:34]/[N:35]([CH3:37])[CH3:36])[S:3][C:4]=2[CH2:14][CH2:15][C:16]([NH:18][C:19]2[CH:24]=[CH:23][C:22]([CH2:25][P:26]([O:28][CH2:29][CH3:30])([O:31][CH2:32][CH3:33])=[O:27])=[CH:21][CH:20]=2)=[O:17])=[CH:12][CH:11]=1. Reported procedure: A mixture of 3-[2-amino-4-(4-chlorophenyl)-5-thiazolyl]-N-[4-(diethylphosphonomethyl)phenyl]propionamide (500 mg), N,N-dimethylformamidedimethylacetal (155 mg) and N,N-dimethylformamide (10 ml) was stirred at room temperature for 1 hr. The reaction mixture was poured into water, and the mixture was extracted with ethyl acetate. The ethyl acetate layer was washed with water, dried over anhydrous magnesium sulfate, and concentrated. The residue was purified by silica gel column chromatography and ... The reactants are C(C1=CC=CC=C1)(=O)OC1CCC=2NC3=CC=CC=C3C2C1 (3-benzoyloxy-1,2,3,4-tetrahydrocarbazole), Cl (hydrogen chloride), Cl.C(C1=CC=CC=C1)(=O)OC1CCC=2NC3=CC=CC=C3C2C1 (3-benzoyloxy-1,2,3,4-tetrahydrocarbazole hydrochloride), [H-].[Na+] (sodium hydride), CN(CCCCl)C (3-(dimethylamino)propyl chloride). The solvent is CN(C=O)C (dimethylformamide). The product is C(C1=CC=CC=C1)(=O)OC1CCC=2N(C3=CC=CC=C3C2C1)CCCN(C)C (3-benzoyloxy-9-[3-(dimethylamino)propyl]-1,2,3,4-tetrahydrocarbazole). Reaction SMILES: [C:1]([O:9][CH:10]1[CH2:22][C:21]2[C:20]3[C:15](=[CH:16][CH:17]=[CH:18][CH:19]=3)[NH:14][C:13]=2[CH2:12][CH2:11]1)(=[O:8])[C:2]1[CH:7]=[CH:6][CH:5]=[CH:4][CH:3]=1.[H-].[Na+].[CH3:25][N:26]([CH3:31])[CH2:27][CH2:28][CH2:29]Cl.Cl.Cl.C(OC1CC2C3C(=CC=CC=3)NC=2CC1)(=O)C1C=CC=CC=1>CN(C)C=O>[C:1]([O:9][CH:10]1[CH2:22][C:21]2[C:20]3[C:15](=[CH:16][CH:17]=[CH:18][CH:19]=3)[N:14]([CH2:29][CH2:28][CH2:27][N:26]([CH3:31])[CH3:25])[C:13]=2[CH2:12][CH2:11]1)(=[O:8])[C:2]1[CH:3]=[CH:4][CH:5]=[CH:6][CH:7]=1 |f:1.2,5.6|. Procedure details: The 3-benzoyloxy-9-[3-(dimethylamino)propyl]-1,2,3,4-tetrahydrocarbazole was prepared by following an alkylation procedure similar to that described in Example 11 and using 29.1 g. of 3-benzoyloxy-1,2,3,4-tetrahydrocarbazole and 4.3 g. of sodium hydride (50% in mineral oil) in 200 ml. of dimethylformamide, and 13 g. of 3-(dimethylamino)propyl chloride. The crude free base was extracted from the water diluted reaction mixture into ether and the ethereal solution was treated with ethereal hydrogen...